This data is from the Open Reaction Database (ORD), a public repository of structured organic reaction records. The task is: describe an organic reaction: reactants, conditions, products, and yield The product is O=Cc1cccc(I)c1F. As a reaction SMILES: [CH2:26]1[O:27][CH2:28][CH2:29][CH2:30]1.[CH3:32][C:33](=[O:34])[OH:35].[CH3:8][CH2:9][CH2:10][CH2:11][Li:12].[CH:1]([NH:2][CH:3]([CH3:4])[CH3:5])([CH3:6])[CH3:7].[F:13][c:14]1[c:15]([I:20])[cH:16][cH:17][cH:18][cH:19]1.[O:21]=[CH:22][N:23]([CH3:24])[CH3:25].[OH2:31]>>[F:13][c:14]1[c:15]([I:20])[cH:16][cH:17][cH:18][c:19]1[CH:22]=[O:21]. The reactants are C1CCOC1, CC(=O)O, [Li]CCCC, CC(C)NC(C)C, Fc1ccccc1I, CN(C)C=O, O. Reactants: O.NN (hydrazine hydrate), ClC=1C=CC2=C(C(=NCC=3N2C(=NN3)CON3C(C=2C(C3=O)=CC=CC2)=O)C2=C(C=CC=C2)Cl)C1 (8-chloro-6-(o-chlorophenyl)-1-[(phthalimidooxy)methyl]-4H-s-triazolo[4,3-a][1,4]benzodiazepine). Run in C(C)O (ethanol). The product is NOCC1=NN=C2N1C1=C(C(=NC2)C2=C(C=CC=C2)Cl)C=C(C=C1)Cl (1-[(aminooxy)methyl]-8-chloro-6-(o-chlorophenyl)-4H-s-triazolo[4,3-a][1,4]benzodiazepine). As a reaction SMILES: O.NN.[Cl:4][C:5]1[CH:6]=[CH:7][C:8]2[N:14]3[C:15]([CH2:18][O:19][N:20]4C(=O)C5=CC=CC=C5C4=O)=[N:16][N:17]=[C:13]3[CH2:12][N:11]=[C:10]([C:31]3[CH:36]=[CH:35][CH:34]=[CH:33][C:32]=3[Cl:37])[C:9]=2[CH:38]=1>C(O)C>[NH2:20][O:19][CH2:18][C:15]1[N:14]2[C:8]3[CH:7]=[CH:6][C:5]([Cl:4])=[CH:38][C:9]=3[C:10]([C:31]3[CH:36]=[CH:35][CH:34]=[CH:33][C:32]=3[Cl:37])=[N:11][CH2:12][C:13]2=[N:17][N:16]=1 |f:0.1|. Procedure details: In the manner given in Example 2, a solution of hydrazine hydrate in ethanol is reacted at 65° C. with 8-chloro-6-(o-chlorophenyl)-1-[(phthalimidooxy)methyl]-4H-s-triazolo[4,3-a][1,4]benzodiazepine to give 1-[(aminooxy)methyl]-8-chloro-6-(o-chlorophenyl)-4H-s-triazolo[4,3-a][1,4]benzodiazepine.